From a dataset of the Open Reaction Database (ORD), a public repository of structured organic reaction records. describe an organic reaction: reactants, conditions, products, and yield Yield: 17.6%. As a reaction SMILES: C([O:4][C:5]1[CH:10]=[CH:9][C:8]([N:11]2[CH2:16][CH2:15][N:14]([C:17]3[CH:22]=[CH:21][N:20]=[CH:19][CH:18]=3)[CH2:13][CH2:12]2)=[CH:7][CH:6]=1)C=C.[C:23]1(OC2C=CC=CC=2)[CH:28]=CC=C[CH:24]=1>CCOCC>[CH2:28]([C:10]1[CH:9]=[C:8]([N:11]2[CH2:12][CH2:13][N:14]([C:17]3[CH:18]=[CH:19][N:20]=[CH:21][CH:22]=3)[CH2:15][CH2:16]2)[CH:7]=[CH:6][C:5]=1[OH:4])[CH:23]=[CH2:24]. Solvent: CCOCC (ether). Procedure details: The product from step (i) (5 g) was heated under argon in gently refluxing diphenyl ether (15 g) for 21/2 hours. The mixture was cooled to room temperature and ether (70 ml) was added. The solid material was filtered and purified by flash chromatography on silica gel, eluting with methanol/dichloromethane (1/4 v/v) to give 2-allyl-4-[4-(4-pyridyl)piperazin-1-yl]phenol (0.88 g) as a solid, m.p. 180°-182° C.; NMR (d6 -DMSO) δ 8.88(1H,s), 8.19(2H,dd), 6.87(2H,dd), 6.7(3H,m), 5.88-6.03(1H,m), 5.0(2H... Product: C(C=C)C1=C(C=CC(=C1)N1CCN(CC1)C1=CC=NC=C1)O (2-allyl-4-[4-(4-pyridyl)piperazin-1-yl]phenol). The reactants are C(C=C)OC1=CC=C(C=C1)N1CCN(CC1)C1=CC=NC=C1 (4-[4-(4-pyridyl)piperazin-1-yl]phenol allyl ether), C1(=CC=CC=C1)OC1=CC=CC=C1 (diphenyl ether). Reactants: C1CCOC1, COC(CCn1cc(-c2oc(C)nc2C)c(=O)[nH]c1=O)OC. Product: Cc1nc(C)c(-c2cn(CCC=O)c(=O)[nH]c2=O)o1. RXN SMILES: [CH2:23]1[O:24][CH2:25][CH2:26][CH2:27]1.[CH3:1][O:2][CH:3]([CH2:4][CH2:5][n:6]1[c:7](=[O:20])[nH:8][c:9](=[O:19])[c:10](-[c:12]2[c:13]([CH3:18])[n:14][c:15]([CH3:17])[o:16]2)[cH:11]1)[O:21][CH3:22]>>[O:2]=[CH:3][CH2:4][CH2:5][n:6]1[c:7](=[O:20])[nH:8][c:9](=[O:19])[c:10](-[c:12]2[c:13]([CH3:18])[n:14][c:15]([CH3:17])[o:16]2)[cH:11]1. Reactants: ClCCCSC1=NC=CC=C1 (2-(3-chloropropyl)thiopyridine), C([O-])([O-])=O.[K+].[K+] (potassium carbonate), CN1N=NN=C1S (1-Methyl-5-mercapto-1,2,3,4-tetrazole). Run in CC(=O)C (acetone). Yields the product CN1N=NN=C1SCCSC1=NC=CC=C1 (1-methyl-5-[2-(2-pyridyl)thioethyl]thio-1,2,3,4-tetrazole). Yield: 57.3%. RXN SMILES: [CH3:1][N:2]1[C:6]([SH:7])=[N:5][N:4]=[N:3]1.ClC[CH2:10][CH2:11][S:12][C:13]1[CH:18]=[CH:17][CH:16]=[CH:15][N:14]=1.C(=O)([O-])[O-].[K+].[K+]>CC(C)=O>[CH3:1][N:2]1[C:6]([S:7][CH2:10][CH2:11][S:12][C:13]2[CH:18]=[CH:17][CH:16]=[CH:15][N:14]=2)=[N:5][N:4]=[N:3]1 |f:2.3.4|. Procedure: 1-Methyl-5-mercapto-1,2,3,4-tetrazole (1.2 g) is dissolved in acetone (50 ml). To the solution are added 2-(3-chloropropyl)thiopyridine (2.0 g) and potassium carbonate (1.5 g) and the mixture is refluxed for 4 hours. Acetone is distilled off and water is added to the residue. The mixture is extracted with chloroform. The chloroform solution is washed with saturated aqueous sodium chloride and dried over magnesium sulfate. Chloroform is distilled off and the residue is purified by column chromato... Starting materials: BrCC=1N=C(SC1C(=O)OCC)C1=CC=CC=C1 (Ethyl 4-(bromomethyl)-2-phenylthiazole-5-carboxylate), CNC (dimethylamine). Solvent: O1CCCC1 (tetrahydrofuran). Reaction conditions: time 3 hour. Yields the product CN(C)CC=1N=C(SC1C(=O)OCC)C1=CC=CC=C1 (Ethyl 4-((dimethylamino)methyl)-2-phenylthiazole-5-carboxylate). RXN SMILES: Br[CH2:2][C:3]1[N:4]=[C:5]([C:13]2[CH:18]=[CH:17][CH:16]=[CH:15][CH:14]=2)[S:6][C:7]=1[C:8]([O:10][CH2:11][CH3:12])=[O:9].[CH3:19][NH:20][CH3:21]>O1CCCC1>[CH3:19][N:20]([CH2:2][C:3]1[N:4]=[C:5]([C:13]2[CH:18]=[CH:17][CH:16]=[CH:15][CH:14]=2)[S:6][C:7]=1[C:8]([O:10][CH2:11][CH3:12])=[O:9])[CH3:21]. Procedure details: The compound prepared in Example 126 (1.00 g) was suspended in tetrahydrofuran (20 mL) and dimethylamine (2 M) (7.66 mL) added and the reaction mixture stirred at room temperature for 3 hours. The reaction mixture was partitioned between saturated aqueous sodium bicarbonate and ethyl acetate. The organics were washed with brine, dried, magnesium sulfate and concentrated under reduced pressure to afford the crude material, which was purified by flash column chromatography to afford the title comp... Starting materials: C(C1=CC=CC=C1)OC=1C=C2C(=C(N(C2=CC1)CC1=CC=C(C=C1)I)C1=CC=C(C=C1)OCC1=CC=CC=C1)C (5-(benzyloxy)-2-(4-(benzyloxy)phenyl)-1-(4-iodobenzyl)-3-methyl-1H-indole), C(CO)O (ethylene glycol), N1=CC=CC2=CC=C3C=CC=NC3=C12 (1,10-phenanthroline), C([O-])([O-])=O.[K+].[K+] (potassium carbonate). Reagents/catalysts: [Cu](I)I (copper iodide). Run in C(CCC)#N (butyronitrile). Conditions: temperature 125 celsius. The product is C(C1=CC=CC=C1)OC=1C=C2C(=C(N(C2=CC1)CC1=CC=C(OCCO)C=C1)C1=CC=C(C=C1)OCC1=CC=CC=C1)C (2-(4-((5-(benzyloxy)-2-(4-(benzyloxy)phenyl)-3-methyl-1H-indol-1-yl)methyl)phenoxy)ethanol). Isolated yield 61.5%. RXN SMILES: [CH2:1]([O:8][C:9]1[CH:10]=[C:11]2[C:15](=[CH:16][CH:17]=1)[N:14]([CH2:18][C:19]1[CH:24]=[CH:23][C:22](I)=[CH:21][CH:20]=1)[C:13]([C:26]1[CH:31]=[CH:30][C:29]([O:32][CH2:33][C:34]3[CH:39]=[CH:38][CH:37]=[CH:36][CH:35]=3)=[CH:28][CH:27]=1)=[C:12]2[CH3:40])[C:2]1[CH:7]=[CH:6][CH:5]=[CH:4][CH:3]=1.[CH2:41]([OH:44])[CH2:42][OH:43].N1C2C(=CC=C3C=2N=CC=C3)C=CC=1.C(=O)([O-])[O-].[K+].[K+]>C(#N)CCC.[Cu](I)I>[CH2:1]([O:8][C:9]1[CH:10]=[C:11]2[C:15](=[CH:16][CH:17]=1)[N:14]([CH2:18][C:19]1[CH:24]=[CH:23][C:22]([O:43][CH2:42][CH2:41][OH:44])=[CH:21][CH:20]=1)[C:13]([C:26]1[CH:31]=[CH:30][C:29]([O:32][CH2:33][C:34]3[CH:39]=[CH:38][CH:37]=[CH:36][CH:35]=3)=[CH:28][CH:27]=1)=[C:12]2[CH3:40])[C:2]1[CH:7]=[CH:6][CH:5]=[CH:4][CH:3]=1 |f:3.4.5|. Procedure: A mixture of 5-(benzyloxy)-2-(4-(benzyloxy)phenyl)-1-(4-iodobenzyl)-3-methyl-1H-indole (1.01 g, 1.58 mmol), ethylene glycol (0.44 mL, 7.89 mmol), copper iodide (32 mg, 0.17 mmol), 1,10-phenanthroline (60 mg, 0.33 mmol), and potassium carbonate (436 mg, 3.15 mmol) in butyronitrile (3 mL) was degassed with three vacuum/N2 cycles. The reaction was heated at 125° C. for 26 hrs and upon completion, allowed to cool to room temperature. It was then diluted with water. The aqueous layer was extracted th... The reactants are COC(=O)CCBr, C1CCOC1, C[Si](C)(C)[N-][Si](C)(C)C, [Na+], c1cnc2ncccc2c1. Product: COC(=O)CCCc1ccnc2ncccc12. Reaction SMILES: [Br:21][CH2:22][CH2:23][C:24](=[O:25])[O:26][CH3:27].[CH2:28]1[O:29][CH2:30][CH2:31][CH2:32]1.[CH3:12][Si:13]([N-:14][Si:15]([CH3:16])([CH3:17])[CH3:18])([CH3:19])[CH3:20].[Na+:11].[n:1]1[cH:2][cH:3][cH:4][c:5]2[cH:6][cH:7][cH:8][n:9][c:10]12>>[n:1]1[cH:2][cH:3][c:4]([CH2:12][CH2:22][CH2:23][C:24](=[O:25])[O:26][CH3:27])[c:5]2[cH:6][cH:7][cH:8][n:9][c:10]12.